describe an organic reaction: reactants, conditions, products, and yield From a dataset of the Open Reaction Database (ORD), a public repository of structured organic reaction records. As a reaction SMILES: [CH2:1]([c:2]1[cH:3][cH:4][cH:5][cH:6][cH:7]1)[O:8][c:9]1[cH:10][cH:11][c:12](-[c:15]2[n:16][n:17]([CH:25]3[CH2:26][CH2:27][CH2:28][CH2:29]3)[c:18]3[n:19][cH:20][n:21][c:22]([NH2:24])[c:23]23)[cH:13][cH:14]1.[CH3:34][CH2:35][OH:36].[CH:30]([O-:31])=[O:32].[NH4+:33]>>[OH:8][c:9]1[cH:10][cH:11][c:12](-[c:15]2[n:16][n:17]([CH:25]3[CH2:26][CH2:27][CH2:28][CH2:29]3)[c:18]3[n:19][cH:20][n:21][c:22]([NH2:24])[c:23]23)[cH:13][cH:14]1. The reactants are Nc1ncnc2c1c(-c1ccc(OCc3ccccc3)cc1)nn2C1CCCC1, CCO, O=C[O-], [NH4+]. Product: Nc1ncnc2c1c(-c1ccc(O)cc1)nn2C1CCCC1. Reactants: FC(C=1C=CC(=NC1)OC1=CC=C(C=C1)O)(F)F (4-(5-trifluoromethyl-2-pyridyloxy)phenol), ClC(C(=O)N1OCCC1)C (N-[(±)-2-chloropropionyl]isoxazolidine), C([O-])([O-])=O.[K+].[K+] (potassium carbonate). The solvent is C(C)#N (acetonitrile). Conditions: time 5 hour. Product: FC(C=1C=CC(=NC1)OC1=CC=C(OC(C(=O)N2OCCC2)C)C=C1)(F)F (N-[(±)-2-[4-(5-trifluoromethyl-2-pyridyloxy)phenoxy]propionyl]isoxazolidine). Yield: 92.6%. RXN SMILES: [F:1][C:2]([F:18])([F:17])[C:3]1[CH:4]=[CH:5][C:6]([O:9][C:10]2[CH:15]=[CH:14][C:13]([OH:16])=[CH:12][CH:11]=2)=[N:7][CH:8]=1.Cl[CH:20]([CH3:28])[C:21]([N:23]1[CH2:27][CH2:26][CH2:25][O:24]1)=[O:22].C(=O)([O-])[O-].[K+].[K+]>C(#N)C>[F:18][C:2]([F:1])([F:17])[C:3]1[CH:4]=[CH:5][C:6]([O:9][C:10]2[CH:11]=[CH:12][C:13]([O:16][CH:20]([CH3:28])[C:21]([N:23]3[CH2:27][CH2:26][CH2:25][O:24]3)=[O:22])=[CH:14][CH:15]=2)=[N:7][CH:8]=1 |f:2.3.4|. Procedure: A mixture of 4-(5-trifluoromethyl-2-pyridyloxy)phenol (25.6 g), N-[(±)-2-chloropropionyl]isoxazolidine (16.4 g) which was prepared as in Example 1, anhydrous potassium carbonate (15.2 g) and acetonitrile (300 ml) was heated under reflux with stirring for 5 hours. After cooling, the reaction mixture was filtered through a suction filter to remove solid matters and the filtrate was concentrated in vacuo. The residue was washed with the addition of water and benzene and the organic layer formed was... Starting materials: C1(=CC=CC=C1)C=1SC=C(N1)COC1=CC=C(CN2N=C(C(=C2)CO)C=2SC=CC2)C=C1 ([1-[4-(2-phenyl-4-thiazolylmethoxy)benzyl]-3-(2-thienyl)-1H-pyrazol-4-yl]methanol). Reagents/catalysts: [O-2].[O-2].[Mn+4] (manganese dioxide). Run in O1CCCC1 (tetrahydrofuran). Run at time 8 hour. Product: C1(=CC=CC=C1)C=1SC=C(N1)COC1=CC=C(CN2N=C(C(=C2)C=O)C=2SC=CC2)C=C1 (1-[4-(2-phenyl-4-thiazolylmethoxy)benzyl]-3-(2-thienyl)-1H-pyrazole-4-carbaldehyde). Yield: 97.2%. Reaction SMILES: [C:1]1([C:7]2[S:8][CH:9]=[C:10]([CH2:12][O:13][C:14]3[CH:32]=[CH:31][C:17]([CH2:18][N:19]4[CH:23]=[C:22]([CH2:24][OH:25])[C:21]([C:26]5[S:27][CH:28]=[CH:29][CH:30]=5)=[N:20]4)=[CH:16][CH:15]=3)[N:11]=2)[CH:6]=[CH:5][CH:4]=[CH:3][CH:2]=1>[O-2].[O-2].[Mn+4].O1CCCC1>[C:1]1([C:7]2[S:8][CH:9]=[C:10]([CH2:12][O:13][C:14]3[CH:32]=[CH:31][C:17]([CH2:18][N:19]4[CH:23]=[C:22]([CH:24]=[O:25])[C:21]([C:26]5[S:27][CH:28]=[CH:29][CH:30]=5)=[N:20]4)=[CH:16][CH:15]=3)[N:11]=2)[CH:2]=[CH:3][CH:4]=[CH:5][CH:6]=1 |f:1.2.3|. Procedure details: A mixture of [1-[4-(2-phenyl-4-thiazolylmethoxy)benzyl]-3-(2-thienyl)-1H-pyrazol-4-yl]methanol (5.57 g), activated manganese dioxide (16.11 g), and tetrahydrofuran (100 ml) was stirred at room temperature overnight. After the manganese dioxide was removed by filtration, the filtrate was concentrated to obtain 1-[4-(2-phenyl-4-thiazolylmethoxy)benzyl]-3-(2-thienyl)-1H-pyrazole-4-carbaldehyde (5.39 g, yield: 98%) as colorless crystals. This was recrystallized from acetone-hexane. Melting point: 11... Reactants: CC(C)(OC1=CC=C(S1)C(CCCCC)=O)C (1-[5-(1,1-dimethyl-ethoxy)-2-thienyl]-1-hexanone), Cl (hydrochloric acid). Solvent: CO (methanol). The product is OC1=CC=C(S1)C(CCCCC)=O (1-(5-Hydroxy-2-thienyl)-1-hexanone). Reaction SMILES: CC(C)([O:4][C:5]1[S:9][C:8]([C:10](=[O:16])[CH2:11][CH2:12][CH2:13][CH2:14][CH3:15])=[CH:7][CH:6]=1)C.Cl>CO>[OH:4][C:5]1[S:9][C:8]([C:10](=[O:16])[CH2:11][CH2:12][CH2:13][CH2:14][CH3:15])=[CH:7][CH:6]=1. Reported procedure: 55.0 g (0.216 mol) of 1-[5-(1,1-dimethyl-ethoxy)-2-thienyl]-1-hexanone are heated under reflux in 400 ml of methanol and 24 ml of concentrated hydrochloric acid for 2.5 hours. The mixture is then evaporated in vacuo, the residue is taken up in 500 ml of ether and the mixture is washed twice with 50 ml of water each time. The organic phase is dried over sodium sulfate, filtered and evaporated. The residue (42.2 g of dark brown crystals, 99%) is digested with petroleum ether:diisopropyl ether =7:3... Product: N#CC(C#N)(CCCCC=O)CCC(F)(F)F. RXN SMILES: [Cl:20][CH2:21][Cl:22].[Na+:19].[OH-:18].[OH:1][CH2:2][CH2:3][CH2:4][CH2:5][CH2:6][C:7]([C:8]#[N:9])([C:10]#[N:11])[CH2:12][CH2:13][C:14]([F:15])([F:16])[F:17]>>[O:1]=[CH:2][CH2:3][CH2:4][CH2:5][CH2:6][C:7]([C:8]#[N:9])([C:10]#[N:11])[CH2:12][CH2:13][C:14]([F:15])([F:16])[F:17]. Reactants: ClCCl, [Na+], [OH-], N#CC(C#N)(CCCCCO)CCC(F)(F)F. Starting materials: C[SiH](CCOCN1C(=NC2=C1C=CC=C2)C=2C(N(N=C(C2)N2C=NC=C2)COCC[Si](C)(C)C)=O)C (4-[1-(2-dimethylsilanylethoxymethyl)-1H-benzimidazol-2-yl]-6-imidazol-1-yl-2-(2-trimethylsilanylethoxymethyl)-2H-pyridazin-3-one). The solvent is ClCCl (dichloromethane), FC(C(=O)O)(F)F (trifluoroacetic acid). Conditions: time 2 hour. Product: N1C(=NC2=C1C=CC=C2)C=2C(NN=C(C2)N2C=NC=C2)=O (4-(1H-Benzimidazol-2-yl)-6-imidazol-1-y-2H-pyridazin-3-one). As a reaction SMILES: C[SiH](C)CCOC[N:7]1[C:11]2[CH:12]=[CH:13][CH:14]=[CH:15][C:10]=2[N:9]=[C:8]1[C:16]1[C:17](=[O:35])[N:18](COCC[Si](C)(C)C)[N:19]=[C:20]([N:22]2[CH:26]=[CH:25][N:24]=[CH:23]2)[CH:21]=1>ClCCl.FC(F)(F)C(O)=O>[NH:9]1[C:10]2[CH:15]=[CH:14][CH:13]=[CH:12][C:11]=2[N:7]=[C:8]1[C:16]1[C:17](=[O:35])[NH:18][N:19]=[C:20]([N:22]2[CH:26]=[CH:25][N:24]=[CH:23]2)[CH:21]=1. Procedure: 40 mg of 4-[1-(2-dimethylsilanylethoxymethyl)-1H-benzimidazol-2-yl]-6-imidazol-1-yl-2-(2-trimethylsilanylethoxymethyl)-2H-pyridazin-3-one are dissolved in 2 ml of a 1:1 mixture of dichloromethane and trifluoroacetic acid, and the mixture is stirred at room temperature for 2 hours. The volatile components are then distilled off, the residue is dissolved in 1 ml of methanol, and 1 ml of a two molar aqueous sodium hydroxide solution is added. The solution is stirred at room temperature for 12 hours... The product is C(C=C)(=O)O.C=CC1=CC=CC=C1 (styrene acrylate), C(C[*:2])[*:1] (polyethylene). As a reaction SMILES: [CH:1]([CH:9]=[CH:10][C:11]([O-:13])=[O:12])=[CH:2][C:3]1[CH:8]=[CH:7][CH:6]=[CH:5][CH:4]=1>O>[C:11]([OH:13])(=[O:12])[CH:10]=[CH2:9].[CH2:1]=[CH:2][C:3]1[CH:8]=[CH:7][CH:6]=[CH:5][CH:4]=1 |f:2.3|. Procedure: A yellow styrene acrylate high gloss toner was prepared at a 2 liter bench scale (about 165 grams dry theoretical toner). The core toner slurry included about 221.4 grains of 42% solids of a styrene-acrylate latex, produced by emulsion polymerization (glass transition temperature (Tg) 51° C.+/−2° C.), with about 511.8 grams of deionized water, about 59.4 grams of polyethylene wax (commercially available from IGI) (about 31.3% solids) and about 54 grams of yellow pigment (Y74 from Sun Chemical In... Run in O (water). Starting materials: solids, solids, solids, C(=CC1=CC=CC=C1)C=CC(=O)[O-] (styrene-acrylate). Reactants: CC=1C=C(C=CC1[N+](=O)[O-])CO ((3-methyl-4-nitrophenyl)methanol), [Cr](=O)(=O)([O-])Cl.[NH+]1=CC=CC=C1 (pyridinium chlorochromate). Run in ClCCl (dichloromethane). Run at time 3 hour. Product: CC=1C=C(C=O)C=CC1[N+](=O)[O-] (3-methyl-4-nitrobenzaldehyde), crystals. The yield is 93.0%. RXN SMILES: [CH3:1][C:2]1[CH:3]=[C:4]([CH2:11][OH:12])[CH:5]=[CH:6][C:7]=1[N+:8]([O-:10])=[O:9].[Cr](Cl)([O-])(=O)=O.[NH+]1C=CC=CC=1>ClCCl>[CH3:1][C:2]1[CH:3]=[C:4]([CH:5]=[CH:6][C:7]=1[N+:8]([O-:10])=[O:9])[CH:11]=[O:12] |f:1.2|. Procedure details: To a solution of (3-methyl-4-nitrophenyl)methanol (1.0 equiv.) in dichloromethane, pyridinium chlorochromate (1.1 equiv.) was added and the reaction mixture was stirred at room temperature for 3 hours. The reaction mixture was filtered through celite and the filtrate was evaporated. The residue was adsorbed on silica (100-200 mesh) and purified by flash chromatography on silica gel, eluting with 5% ethyl acetate in petroleum ether (60-80), to provide the title compound in the form of creamish cr... Reactants: CCCCCC (hexane), CCCCCC (hexane), 16h, ClCCCCC(=O)NC1=CC=C(C=C1)C(F)(F)F (5--Chloro-N-[4--(trifluoromethyl)phenyl]-pentanamide), [I-].[Na+] (sodium iodide), 3d. Solvent: CC(=O)C (acetone). Product: ICCCCC(=O)NC1=CC=C(C=C1)C(F)(F)F (5-Iodo-N-[4-(trifluoromethyl)phenyl]-pentanamide). Reaction SMILES: Cl[CH2:2][CH2:3][CH2:4][CH2:5][C:6]([NH:8][C:9]1[CH:14]=[CH:13][C:12]([C:15]([F:18])([F:17])[F:16])=[CH:11][CH:10]=1)=[O:7].[I-:19].[Na+].CCCCCC>CC(C)=O>[I:19][CH2:2][CH2:3][CH2:4][CH2:5][C:6]([NH:8][C:9]1[CH:14]=[CH:13][C:12]([C:15]([F:18])([F:17])[F:16])=[CH:11][CH:10]=1)=[O:7] |f:1.2|. Procedure: 5--Chloro-N-[4--(trifluoromethyl)phenyl]-pentanamide (2.795 g) and sodium iodide (3.32 g) were stirred in acetone (20 ml) at 22° C. for 3d, then heated at reflux for 16h, all under nitrogen. The cooled reaction mixture was chromatographed with 50:50 ethyl acetate:hexane to isolate product with Rf =0.30 in 35:65 ethyl acetate:hexane by addition of hexane and evaporation of solvent under a stream of nitrogen afforded, after suction filtration, a white solid (2.8 87 g). The product iodide contained...